Dataset: the Open Reaction Database (ORD), a public repository of structured organic reaction records. Task: describe an organic reaction: reactants, conditions, products, and yield Starting materials: C1(=CC=CC=C1)NO (N-phenylhydroxylamine), ClC=1C=C(C(C)(C)N=C=O)C=CC1 (m-chloro-α,α-dimethylbenzyl isocyanate), [C-]#N (cyanide). Solvent: C1=CC=CC=C1 (benzene), C1=CC=CC=C1 (benzene). Reaction conditions: time 8 hour. The product is ClC=1C=C(C(C)(C)NC(N(C2=CC=CC=C2)O)=O)C=CC1 (3-(m-chloro-α,α-dimethylbenzyl)-1-hydroxy-1-phenylurea). Isolated yield 93.5%. RXN SMILES: [C:1]1([NH:7][OH:8])[CH:6]=[CH:5][CH:4]=[CH:3][CH:2]=1.[Cl:9][C:10]1[CH:11]=[C:12]([CH:19]=[CH:20][CH:21]=1)[C:13]([N:16]=[C:17]=[O:18])([CH3:15])[CH3:14].[C-]#N>C1C=CC=CC=1>[Cl:9][C:10]1[CH:11]=[C:12]([CH:19]=[CH:20][CH:21]=1)[C:13]([NH:16][C:17](=[O:18])[N:7]([OH:8])[C:1]1[CH:6]=[CH:5][CH:4]=[CH:3][CH:2]=1)([CH3:15])[CH3:14]. Procedure: A solution of 2.2 g of N-phenylhydroxylamine in 10 ml of benzene was added to a solution of 0.02 mole of m-chloro-α,α-dimethylbenzyl isocyanate (prepared from the corresponding cyanide in the same way as in Synthesis Example 1) in 10 ml of benzene. The mixture was stirred well and allowed to stand overnight. The precipitated crystals were filtered off and washed with n-hexane to yield 5.7 g of 3-(m-chloro-α,α-dimethylbenzyl)-1-hydroxy-1-phenylurea. To 3.1 g of the urea was added a solution of 55...